From a dataset of the Open Reaction Database (ORD), a public repository of structured organic reaction records. describe an organic reaction: reactants, conditions, products, and yield The reactants are ClCC1=CC=C(C=C1)[C@@H](N1CC(C1)=C(S(=O)(=O)C)C1=CC(=CC(=C1)F)F)C1=CC=C(C=C1)Cl (1-{(R*)-[4-(chloromethyl)phenyl](4-chlorophenyl)methyl}-3-[(3,5-difluorophenyl)(methylsulfonyl)methylene]azetidine), C(CC)NCCC (di-n-propylamine), ClCCl (dichloromethane). Product: ClC1=C(C=CC=C1)[C@]1(CC=C(C=C1)CN1CC(C1)=C(S(=O)(=O)C)C1=CC(=CC(=C1)F)F)CN(CCC)CCC ((R*)-(4-(chlorophenyl)[4-(di-n-propylaminomethyl)phenyl]methyl}-3-[(3,5-difluorophenyl)(methylsulfonyl)methylene]azetidine). RXN SMILES: Cl[CH2:2][C:3]1[CH:8]=[CH:7][C:6]([C@H:9](C2C=CC(Cl)=CC=2)[N:10]2[CH2:13][C:12](=[C:14]([C:19]3[CH:24]=[C:23]([F:25])[CH:22]=[C:21]([F:26])[CH:20]=3)[S:15]([CH3:18])(=[O:17])=[O:16])[CH2:11]2)=[CH:5][CH:4]=1.[CH2:34]([NH:37][CH2:38][CH2:39][CH3:40])[CH2:35][CH3:36].Cl[CH2:42][Cl:43]>>[Cl:43][C:42]1[CH:7]=[CH:8][CH:3]=[CH:4][C:5]=1[C@:3]1([CH2:2][N:37]([CH2:38][CH2:39][CH3:40])[CH2:34][CH2:35][CH3:36])[CH:8]=[CH:7][C:6]([CH2:9][N:10]2[CH2:13][C:12](=[C:14]([C:19]3[CH:20]=[C:21]([F:26])[CH:22]=[C:23]([F:25])[CH:24]=3)[S:15]([CH3:18])(=[O:16])=[O:17])[CH2:11]2)=[CH:5][CH2:4]1. Reported procedure: The operation is carried out as described in Example 87, starting with 0.05 g of 1-{(R*)-[4-(chloromethyl)phenyl](4-chlorophenyl)methyl}-3-[(3,5-difluorophenyl)(methylsulfonyl)methylene]azetidine, form A isomer, 1.0 cm3 of dichloromethane, and 0.020 g of di-n-propylamine. The crude product is chromatographed on a silica gel column (particle size 0.06-0.200 mm, diameter 8 mm, height 8 cm), eluting with 80 cm3 of dichloromethane and then with a dichloromethane and methanol mixture (95/5 by volume)... Starting materials: NC1=NC=C(C(=N1)N)CC=1C=C(C(=C(C1)OS(=O)(=O)C)I)OCC (methanesulphonic acid 5-(2,4-diamino-pyrimidin-5-ylmethyl)-3-ethoxy-2-iodo-phenyl ester), C([O-])([O-])=O.[Na+].[Na+] (sodium carbonate), C(OC)COC.C(C)O (dimethoxyethane ethanol), NC=1C=C(C=CC1)[B] (3-aminophenyl-boron), tetrakis-triphenylphosphine palladium. Yields the product NC=1C=C(C=CC1)C1=C(C=C(C=C1OCC)CC=1C(=NC(=NC1)N)N)OS(=O)(=O)CC1OCCC1 (Tetrahydrofuran-2-yl-methanesulphonic acid 3′-amino-4-(2,4-diamino-pyrimidin-5-ylmethyl)-6-ethoxy-biphenyl-2-yl ester). Reaction SMILES: [NH2:1][C:2]1[N:7]=[C:6]([NH2:8])[C:5]([CH2:9][C:10]2[CH:11]=[C:12]([O:22][CH2:23][CH3:24])[C:13](I)=[C:14]([O:16][S:17]([CH3:20])(=[O:19])=[O:18])[CH:15]=2)=[CH:4][N:3]=1.[NH2:25][C:26]1[CH:27]=[C:28]([B])[CH:29]=[CH:30][CH:31]=1.[C:33](=O)([O-])[O-].[Na+].[Na+].[CH2:39]([CH2:42][O:43][CH3:44])OC.C(O)C>>[NH2:25][C:26]1[CH:27]=[C:28]([C:13]2[C:12]([O:22][CH2:23][CH3:24])=[CH:11][C:10]([CH2:9][C:5]3[C:6]([NH2:8])=[N:7][C:2]([NH2:1])=[N:3][CH:4]=3)=[CH:15][C:14]=2[O:16][S:17]([CH2:20][CH:44]2[CH2:33][CH2:39][CH2:42][O:43]2)(=[O:19])=[O:18])[CH:29]=[CH:30][CH:31]=1 |f:2.3.4,5.6,^3:28|. Reported procedure: Starting from tetrahydrofuran-2-yl)-methanesulphonic acid 5-(2,4-diamino-pyrimidin-5-ylmethyl)-3-ethoxy-2-iodo-phenyl ester (220 mg; 0.5 mmol), 3-aminophenyl-boron acid (98 mg; 0.63 mmol), tetrakis-triphenylphosphine-palladium (29 mg; 0.03 mmol) and aqueous 2 M sodium carbonate solution (3.2 ml; 6.4 mmol) in a 4/1 dimethoxyethane/ethanol mixture (10 ml) (52%) tetrahydrofuran-2-yl-methanesulphonic acid 3′-amino-4-(2,4-diamino-pyrimidin-5-ylmethyl)-6-ethoxy-biphenyl-2-yl ester are obtained as a ye... The reactants are C(=O)=C1N=C2C(=N1)C=CC=C2 (carbonyl benzimidazole), C(C)(C)S(=O)(=O)N1C(=NC2=C1C=C(C=C2)C(C2=CC=CC=C2)=O)N (1-isopropylsulfonyl-2-amino-6-benzoylbenzimidazole), C(C)[Li] (ethyl lithium). As a reaction SMILES: [C:1](=[C:3]1N=C2C=CC=CC2=N1)=O.[CH:12]([S:15]([N:18]1[C:22]2[CH:23]=[C:24]([C:27](=[O:34])[C:28]3[CH:33]=[CH:32][CH:31]=[CH:30][CH:29]=3)[CH:25]=[CH:26][C:21]=2[N:20]=[C:19]1[NH2:35])(=[O:17])=[O:16])([CH3:14])[CH3:13].C([Li])C>CO>[CH:12]([S:15]([N:18]1[C:22]2[CH:23]=[C:24]([C:27]([C:28]3[CH:33]=[CH:32][CH:31]=[CH:30][CH:29]=3)([OH:34])[CH2:1][CH3:3])[CH:25]=[CH:26][C:21]=2[N:20]=[C:19]1[NH2:35])(=[O:16])=[O:17])([CH3:14])[CH3:13]. Solvent: CO (carbinol). The product is C(C)(C)S(=O)(=O)N1C(=NC2=C1C=C(C=C2)C(CC)(O)C2=CC=CC=C2)N (1-isopropylsulfonyl-2-amino-6-(1-phenyl-1-hydroxy-1-propyl)benzimidazole). Procedure: Specifically the carbonyl benzimidazole, 1-isopropylsulfonyl-2-amino-6-benzoylbenzimidazole, is reacted with ethyl lithium to form the desired carbinol, 1-isopropylsulfonyl-2-amino-6-(1-phenyl-1-hydroxy-1-propyl)benzimidazole. Starting materials: C(C)(C)(CC(C)(C)C)C=1C=C(C=C(C1O)C(C)(C)CC(C)(C)C)C1C2CCC(C(CC1)C1=CC(=C(C(=C1)C(C)(C)CC(C)(C)C)O)C(C)(C)CC(C)(C)C)S2 (2,5-bis(3,5-di-tert-octyl-4-hydroxyphenyl)-9-thiabicyclo[4.2.1]nonane), C(C)(C)(CC)C1=C(C(=CC=C1)C(C)(C)CC)O (2,6-di-tert-amylphenol), C(C)(C)(CC)C=1C=C(C=C(C1O)C(C)(C)CC)C1C2CCC(C(CC1)S2)C2=CC(=C(C(=C2)C(C)(C)CC)O)C(C)(C)CC (2,6-bis(3,5-di-tert-amyl-4-hydroxyphenyl)-9-thiabicyclo[3.3.1]nonane). Yields the product C(C)(C)(CC)C=1C=C(C=C(C1O)C(C)(C)CC)C1C2CCC(C(CC1)C1=CC(=C(C(=C1)C(C)(C)CC)O)C(C)(C)CC)S2 (2,5-bis(3,5-di-tert-amyl-4-hydroxyphenyl)-9-thiabicyclo[4.2.1]nonane). RXN SMILES: [C:1]([C:9]1[CH:10]=[C:11]([CH:24]2[CH2:31][CH2:30][CH:29]([C:32]3[CH:37]=[C:36]([C:38]([CH2:41][C:42](C)(C)C)([CH3:40])[CH3:39])[C:35]([OH:46])=[C:34]([C:47]([CH2:50][C:51](C)(C)C)([CH3:49])[CH3:48])[CH:33]=3)[CH:28]3[S:55][CH:25]2[CH2:26][CH2:27]3)[CH:12]=[C:13]([C:16]([CH2:19][C:20](C)(C)C)([CH3:18])[CH3:17])[C:14]=1[OH:15])([CH2:4][C:5](C)(C)C)([CH3:3])[CH3:2].C(C1C=CC=C(C(CC)(C)C)C=1O)(CC)(C)C.C(C1C=C(C2CCC3SC2CCC3C2C=C(C(CC)(C)C)C(O)=C(C(CC)(C)C)C=2)C=C(C(CC)(C)C)C=1O)(CC)(C)C>>[C:16]([C:13]1[CH:12]=[C:11]([CH:24]2[CH2:31][CH2:30][CH:29]([C:32]3[CH:37]=[C:36]([C:38]([CH2:41][CH3:42])([CH3:40])[CH3:39])[C:35]([OH:46])=[C:34]([C:47]([CH2:50][CH3:51])([CH3:48])[CH3:49])[CH:33]=3)[CH:28]3[S:55][CH:25]2[CH2:26][CH2:27]3)[CH:10]=[C:9]([C:1]([CH2:4][CH3:5])([CH3:2])[CH3:3])[C:14]=1[OH:15])([CH2:19][CH3:20])([CH3:17])[CH3:18]. Reported procedure: When in Example 1, the 2,6-di-tert-butylphenol is replaced by an equivalent amount of 2,6-di-tert-amylphenol, a mixture of 2,6-bis(3,5-di-tert-amyl-4-hydroxyphenyl)-9-thiabicyclo[3.3.1]nonane and 2,5-bis(3,5-di-tert-amyl-4-hydroxyphenyl)-9-thiabicyclo[4.2.1]nonane is obtained. Starting materials: O (Water), N1=CC=CC=C1 (pyridine), C(CC)(=O)Cl (propionyl chloride), IC=1C=C(C(=O)NN)C=CC1 (3-iodobenzohydrazide). The solvent is CN(C)C=O (DMF). Run at time 10.5 hour. Yields the product IC=1C=C(C(=O)NNC(CC)=O)C=CC1 (3-iodo-N′-propionylbenzohydrazide). Yield: 65.8%. As a reaction SMILES: [I:1][C:2]1[CH:3]=[C:4]([CH:9]=[CH:10][CH:11]=1)[C:5]([NH:7][NH2:8])=[O:6].N1C=CC=CC=1.[C:18](Cl)(=[O:21])[CH2:19][CH3:20].O>CN(C=O)C>[I:1][C:2]1[CH:3]=[C:4]([CH:9]=[CH:10][CH:11]=1)[C:5]([NH:7][NH:8][C:18](=[O:21])[CH2:19][CH3:20])=[O:6]. Procedure details: 3-Iodobenzohydrazide (500 mg, 1.91 mmol) obtained in Step 1 was dissolved in DMF (3.8 mL), and the mixture was stirred at room temperature for 10.5 hours after adding pyridine (0.231 mL, 2.86 mmol) and propionyl chloride (0.183 mL, 2.10 mmol) at 0° C. Water was added to the mixture, stirred, and the precipitated solid was filtered off and dried to give 3-iodo-N′-propionylbenzohydrazide (400 mg, 66%).